From a dataset of the Open Reaction Database (ORD), a public repository of structured organic reaction records. describe an organic reaction: reactants, conditions, products, and yield The solvent is C(C)(=O)OCC (ethyl acetate), O (water), CN(C=O)C (N,N-dimethylformamide). Run at temperature 80 celsius, time 16 hour. The reagents and catalysts are [Cl-].[Cs+] (cesium chloride). Reactants: C([O-])([O-])=O.[K+].[K+] (Potassium carbonate), C(C)(C)(C)OC(N(C)CCC1=C(C=CC=C1)O)=O (N-(2-(2-Hydroxyphenyl)ethyl)-N-methylcarbamic acid tert-butyl ester), BrCCCO (3-bromo-1-propanol). Yields the product C(C)(C)(C)OC(N(C)CCC1=C(C=CC=C1)OCCCO)=O ({2-[2-(3-hydroxypropoxy)phenyl]ethyl}-N-methylcarbamic acid tert-butyl ester). RXN SMILES: [C:1]([O:5][C:6](=[O:18])[N:7]([CH2:9][CH2:10][C:11]1[CH:16]=[CH:15][CH:14]=[CH:13][C:12]=1[OH:17])[CH3:8])([CH3:4])([CH3:3])[CH3:2].C(=O)([O-])[O-].[K+].[K+].Br[CH2:26][CH2:27][CH2:28][OH:29]>CN(C)C=O.C(OCC)(=O)C.O.[Cl-].[Cs+]>[C:1]([O:5][C:6](=[O:18])[N:7]([CH2:9][CH2:10][C:11]1[CH:16]=[CH:15][CH:14]=[CH:13][C:12]=1[O:17][CH2:26][CH2:27][CH2:28][OH:29])[CH3:8])([CH3:4])([CH3:2])[CH3:3] |f:1.2.3,8.9|. Isolated yield 70.2%. Procedure: N-(2-(2-Hydroxyphenyl)ethyl)-N-methylcarbamic acid tert-butyl ester (702 mg, 2.79 mmol) was dissolved in N,N-dimethylformamide (6 ml). Potassium carbonate (1.93 g, 13.97 mmol) and cesium chloride (24 mg, 0.14 mmol) were added. 3-bromo-1-propanol (0.28 ml, 3.07 mmol) was added. The reaction mixture was stirred at 80° C. for 16 h. It was cooled to room temperature and diluted with ethyl acetate (75 ml) and water (75 ml). The phases were separated. The aqueous phase was extracted with ethyl acetate... The reactants are COC1=CC=C(C=C1)C1=NN(C2=C(C=CC=C12)C)CCCCC (3-(4-methoxyphenyl)-7-methyl-1-pentyl-1H-indazole), B(Br)(Br)Br (boron tribromide), C1=CCCCC1 (cyclohexene). Product: CC=1C=CC=C2C(=NN(C12)CCCCC)C1=CC=C(C=C1)O (4-(7-methyl-1-pentyl-1H-indazol-3-yl)phenol). Yield: 43.0%. Reaction SMILES: C[O:2][C:3]1[CH:8]=[CH:7][C:6]([C:9]2[C:17]3[C:12](=[C:13]([CH3:18])[CH:14]=[CH:15][CH:16]=3)[N:11]([CH2:19][CH2:20][CH2:21][CH2:22][CH3:23])[N:10]=2)=[CH:5][CH:4]=1.B(Br)(Br)Br.C1CCCCC=1>>[CH3:18][C:13]1[CH:14]=[CH:15][CH:16]=[C:17]2[C:12]=1[N:11]([CH2:19][CH2:20][CH2:21][CH2:22][CH3:23])[N:10]=[C:9]2[C:6]1[CH:7]=[CH:8][C:3]([OH:2])=[CH:4][CH:5]=1. Reported procedure: Prepared according to Method D step C from 3-(4-methoxyphenyl)-7-methyl-1-pentyl-1H-indazole (0.105 g, 0.34 mmol), boron tribromide (0.094 mL, 1.0 mmol) and 0.3 mL of cyclohexene to give the product (0.043 g) as an off-white solid.